From a dataset of the Open Reaction Database (ORD), a public repository of structured organic reaction records. describe an organic reaction: reactants, conditions, products, and yield Starting materials: C(C)(C)NC=1C(=NC=CC1)N1CCN(CC1)C(=O)C1=NC=C(C(=O)O)C=C1 (6-[1-[3-(isopropylamino)-2-pyridyl]piperazin-4-yl-carbonyl]nicotinic acid), C(C)NCCO (2-(ethylamino)ethanol). Product: C(C)N(C(=O)C=1C=CC(=NC1)C(=O)N1CCN(CC1)C1=NC=CC=C1NC(C)C)CCO (5-[N-ethyl-N-(2-hydroxyethyl)carbamoyl]-2-[1-[3-(isopropylamino)-2-pyridyl]piperazin-4-yl-carbonyl]pyridine). Isolated yield 74.0%. RXN SMILES: [CH:1]([NH:4][C:5]1[C:6]([N:11]2[CH2:16][CH2:15][N:14]([C:17]([C:19]3[CH:27]=[CH:26][C:22]([C:23](O)=[O:24])=[CH:21][N:20]=3)=[O:18])[CH2:13][CH2:12]2)=[N:7][CH:8]=[CH:9][CH:10]=1)([CH3:3])[CH3:2].[CH2:28]([NH:30][CH2:31][CH2:32][OH:33])[CH3:29]>>[CH2:28]([N:30]([CH2:31][CH2:32][OH:33])[C:23]([C:22]1[CH:26]=[CH:27][C:19]([C:17]([N:14]2[CH2:15][CH2:16][N:11]([C:6]3[C:5]([NH:4][CH:1]([CH3:2])[CH3:3])=[CH:10][CH:9]=[CH:8][N:7]=3)[CH2:12][CH2:13]2)=[O:18])=[N:20][CH:21]=1)=[O:24])[CH3:29]. Procedure: By the same procedure as described in the example 1, synthesis was carried out starting with 6-[1-[3-(isopropylamino)-2-pyridyl]piperazin-4-yl-carbonyl]nicotinic acid and using 2-(ethylamino)ethanol. And then, the product was recrystallized with isopropanol and hexane to give a desired compound.